Dataset: the Open Reaction Database (ORD), a public repository of structured organic reaction records. Task: describe an organic reaction: reactants, conditions, products, and yield The reactants are Brc1nccs1, CS(C)=O, [H-], [Na+], O, OCCN1CCC(Nc2nc3ccccc3n2Cc2ccco2)CC1. The product is c1coc(Cn2c(NC3CCN(CCOc4nccs4)CC3)nc3ccccc32)c1. RXN SMILES: [Br:32][c:33]1[s:34][cH:35][cH:36][n:37]1.[CH3:26][S:27](=[O:28])[CH3:29].[H-:30].[Na+:31].[OH2:38].[o:1]1[c:2]([CH2:6][n:7]2[c:8]([NH:16][CH:17]3[CH2:18][CH2:19][N:20]([CH2:23][CH2:24][OH:25])[CH2:21][CH2:22]3)[n:9][c:10]3[c:11]2[cH:12][cH:13][cH:14][cH:15]3)[cH:3][cH:4][cH:5]1>>[o:1]1[c:2]([CH2:6][n:7]2[c:8]([NH:16][CH:17]3[CH2:18][CH2:19][N:20]([CH2:23][CH2:24][O:25][c:33]4[s:34][cH:35][cH:36][n:37]4)[CH2:21][CH2:22]3)[n:9][c:10]3[c:11]2[cH:12][cH:13][cH:14][cH:15]3)[cH:3][cH:4][cH:5]1.